Dataset: the Open Reaction Database (ORD), a public repository of structured organic reaction records. Task: describe an organic reaction: reactants, conditions, products, and yield Procedure details: The title compound is prepared from commercially available 2-chloro-6-methyl-phenol in analogy to literature procedures (see 3-ethyl-4-hydroxy-5-methyl-benzonitrile); LC-MS: tR=0.85 min. 1H NMR (CDCl3): δ2.33 (s, 3H), 6.10 (s, 1H), 7.38 (s, 1H), 7.53 (d, J=1.8 Hz, 1H). Yields the product ClC=1C=C(C#N)C=C(C1O)C (3-Chloro-4-hydroxy-5-methyl-benzonitrile). Starting materials: ClC1=C(C(=CC=C1)C)O (2-chloro-6-methyl-phenol), C(C)C=1C=C(C#N)C=C(C1O)C (3-ethyl-4-hydroxy-5-methyl-benzonitrile). Reaction SMILES: [Cl:1][C:2]1[CH:7]=[CH:6][CH:5]=[C:4]([CH3:8])[C:3]=1[OH:9].C(C1C=C(C=C(C)C=1O)[C:15]#[N:16])C>>[Cl:1][C:2]1[CH:7]=[C:6]([CH:5]=[C:4]([CH3:8])[C:3]=1[OH:9])[C:15]#[N:16].